Dataset: the Open Reaction Database (ORD), a public repository of structured organic reaction records. Task: describe an organic reaction: reactants, conditions, products, and yield The reactants are O=C([O-])[O-], CN(C)C=O, CCCc1nn(C)c2c(Cl)nc(CCC(=O)OC)nc12, COc1ccc(CN)cc1Cl, [K+], [K+]. Yields the product CCCc1nn(C)c2c(NCc3ccc(OC)c(Cl)c3)nc(CCC(=O)OC)nc12. RXN SMILES: [C:32](=[O:33])([O-:34])[O-:35].[CH3:38][N:39]([CH3:40])[CH:41]=[O:42].[Cl:1][c:2]1[c:3]2[c:4]([n:5][c:6]([CH2:8][CH2:9][C:10](=[O:11])[O:12][CH3:13])[n:7]1)[c:14]([CH2:18][CH2:19][CH3:20])[n:15][n:16]2[CH3:17].[Cl:21][c:22]1[cH:23][c:24]([CH2:25][NH2:26])[cH:27][cH:28][c:29]1[O:30][CH3:31].[K+:36].[K+:37]>>[c:2]1([NH:26][CH2:25][c:24]2[cH:23][c:22]([Cl:21])[c:29]([O:30][CH3:31])[cH:28][cH:27]2)[c:3]2[c:4]([n:5][c:6]([CH2:8][CH2:9][C:10](=[O:11])[O:12][CH3:13])[n:7]1)[c:14]([CH2:18][CH2:19][CH3:20])[n:15][n:16]2[CH3:17]. Reactants: ClC(=O)OCC1=CC=CC=C1 (Benzyl chloroformate), ice, OCC1CNCCC1 (3-hydroxymethyl piperidine), C(C)N(C(C)C)C(C)C (ethyldiisopropylamine). Run in ClCCl (dichloromethane), ClCCl (dichloromethane). Reaction conditions: time 1 hour. The product is OCC1CN(CCC1)C(=O)OCC1=CC=CC=C1 (benzyl 3-(hydroxymethyl)-1-piperidinecarboxylate). As a reaction SMILES: Cl[C:2]([O:4][CH2:5][C:6]1[CH:11]=[CH:10][CH:9]=[CH:8][CH:7]=1)=[O:3].[OH:12][CH2:13][CH:14]1[CH2:19][CH2:18][CH2:17][NH:16][CH2:15]1.C(N(C(C)C)C(C)C)C>ClCCl>[OH:12][CH2:13][CH:14]1[CH2:19][CH2:18][CH2:17][N:16]([C:2]([O:4][CH2:5][C:6]2[CH:11]=[CH:10][CH:9]=[CH:8][CH:7]=2)=[O:3])[CH2:15]1. Reported procedure: Benzyl chloroformate (7.88 ml) was added over ten minutes to an ice-cold solution of 3-hydroxymethyl piperidine (5.76 g) and ethyldiisopropylamine (9.58 ml) in dichloromethane (300 ml). The reaction mixture was allowed to warm to room temperature and stirred for 1 hr. The reaction was then diluted with dichloromethane (500 ml), washed with 1N aqueous hydrochloric acid (200 ml), dried over magnesium sulphate, and evaporated to afford benzyl 3-(hydroxymethyl)-1-piperidinecarboxylate as an oil (12.... Reactants: CC1(N(C1)P(=O)(N1C(C1)(C)C)Cl)C (P,P-bis(2,2-dimethyl-1-aziridinyl)phosphinoyl chloride), C(C)N(CCCCCN)CC (5-diethylaminopentylamine). The solvent is C1CCOC1 (THF), C1CCOC1 (THF). Product: CC1(N(C1)P(NCCCCCN(CC)CC)(=O)N1C(C1)(C)C)C (P,P-bis(2,2-dimethyl-1-aziridinyl)-N-(5-diethylamino-1-pentyl)-phosphinic amide). Isolated yield 90.0%. Reaction SMILES: [CH3:1][C:2]1([CH3:13])[CH2:4][N:3]1[P:5](Cl)([N:7]1[CH2:9][C:8]1([CH3:11])[CH3:10])=[O:6].[CH2:14]([N:16]([CH2:23][CH3:24])[CH2:17][CH2:18][CH2:19][CH2:20][CH2:21][NH2:22])[CH3:15]>C1COCC1>[CH3:1][C:2]1([CH3:13])[CH2:4][N:3]1[P:5]([N:7]1[CH2:9][C:8]1([CH3:11])[CH3:10])(=[O:6])[NH:22][CH2:21][CH2:20][CH2:19][CH2:18][CH2:17][N:16]([CH2:23][CH3:24])[CH2:14][CH3:15]. Procedure: In a similar manner 0.025 moles of P,P-bis(2,2-dimethyl-1-aziridinyl)phosphinoyl chloride in about 170 mL of THF are treated by dropwise addition with 0.026 moles of 5-diethylaminopentylamine in 25 mL of THF, stirred for several hours at ambient temperature, filtered, concentrated by rotary evaporation and vacuum distilled to yield about 90% pure P,P-bis(2,2-dimethyl-1-aziridinyl)-N-(5-diethylamino-1-pentyl)-phosphinic amide. The reactants are C[SiH](C)OC(C=CC1CCC2C(=O)CCC12)(C1CCCCC1)C(C)(C)C, COC(=O)CCCC=O, CC(=O)O, CCOCC, CC(C)[N-]C(C)C, [Li+], O. Yields the product COC(=O)CCCC=C1CC2C(C=CC(O[SiH](C)C)(C3CCCCC3)C(C)(C)C)CCC2C1=O. RXN SMILES: [C:1]([CH3:2])([CH3:3])([CH3:4])[C:5]([CH:6]=[CH:7][CH:8]1[CH:9]2[CH2:10][CH2:11][C:12](=[O:16])[CH:13]2[CH2:14][CH2:15]1)([CH:17]1[CH2:18][CH2:19][CH2:20][CH2:21][CH2:22]1)[O:23][SiH:24]([CH3:25])[CH3:26].[CH3:35][O:36][C:37](=[O:38])[CH2:39][CH2:40][CH2:41][CH:42]=[O:43].[CH3:44][C:45](=[O:46])[OH:47].[CH3:48][CH2:49][O:50][CH2:51][CH3:52].[CH:27]([N-:28][CH:29]([CH3:30])[CH3:31])([CH3:32])[CH3:33].[Li+:34].[OH2:53]>>[C:1]([CH3:2])([CH3:3])([CH3:4])[C:5]([CH:6]=[CH:7][CH:8]1[CH:9]2[CH2:10][C:11](=[CH:42][CH2:41][CH2:40][CH2:39][C:37]([O:36][CH3:35])=[O:38])[C:12](=[O:16])[CH:13]2[CH2:14][CH2:15]1)([CH:17]1[CH2:18][CH2:19][CH2:20][CH2:21][CH2:22]1)[O:23][SiH:24]([CH3:25])[CH3:26]. Starting materials: CC1(C)OCC(COc2ccc3cc(CO)ccc3c2)O1, ClCCl, CCOC(=O)N=NC(=O)OCC, COC(=O)c1ccc(O)cc1, c1ccc(P(c2ccccc2)c2ccccc2)cc1. Yields the product COC(=O)c1ccc(OCc2ccc3cc(OCC4COC(C)(C)O4)ccc3c2)cc1. Reaction SMILES: [CH3:12][C:13]1([CH3:32])[O:14][CH2:15][CH:16]([CH2:18][O:19][c:20]2[cH:21][c:22]3[cH:23][cH:24][c:25]([CH2:30][OH:31])[cH:26][c:27]3[cH:28][cH:29]2)[O:17]1.[Cl:64][CH2:65][Cl:66].[O:52]=[C:53]([O:54][CH2:55][CH3:56])[N:57]=[N:58][C:59]([O:60][CH2:61][CH3:62])=[O:63].[OH:1][c:2]1[cH:3][cH:4][c:5]([C:6](=[O:7])[O:8][CH3:9])[cH:10][cH:11]1.[c:33]1([P:34]([c:35]2[cH:36][cH:37][cH:38][cH:39][cH:40]2)[c:41]2[cH:42][cH:43][cH:44][cH:45][cH:46]2)[cH:47][cH:48][cH:49][cH:50][cH:51]1>>[O:1]([c:2]1[cH:3][cH:4][c:5]([C:6](=[O:7])[O:8][CH3:9])[cH:10][cH:11]1)[CH2:30][c:25]1[cH:24][cH:23][c:22]2[cH:21][c:20]([O:19][CH2:18][CH:16]3[CH2:15][O:14][C:13]([CH3:12])([CH3:32])[O:17]3)[cH:29][cH:28][c:27]2[cH:26]1. The reactants are N1C(C=CC2=CC=CC=C12)=O (1H-quinolin-2-one), CN(C)C=O (DMF), [H-].[Na+] (NaH), BrCCCCl (1-bromo-3-chloropropane). Run in CCOC(=O)C (EtOAc). Reaction conditions: time 45 minute. Product: ClCCCN1C(C=CC2=CC=CC=C12)=O (1-(3-Chloropropyl)-1H-quinolin-2-one). The yield is 40.8%. RXN SMILES: [NH:1]1[C:10]2[C:5](=[CH:6][CH:7]=[CH:8][CH:9]=2)[CH:4]=[CH:3][C:2]1=[O:11].CN(C=O)C.[H-].[Na+].Br[CH2:20][CH2:21][CH2:22][Cl:23]>CCOC(C)=O>[Cl:23][CH2:22][CH2:21][CH2:20][N:1]1[C:10]2[C:5](=[CH:6][CH:7]=[CH:8][CH:9]=2)[CH:4]=[CH:3][C:2]1=[O:11] |f:2.3|. Reported procedure: A 7 mL vial was charged with 1H-quinolin-2-one (0.62 g, 4.2 mmol), 4 mL dry DMF and NaH (60% in oil, 0.200 g, 5.1 mmol). The mixture was stirred under a N2 atmosphere at rt for 45 min, and thereafter 1-bromo-3-chloropropane (0.42 mL, 4.2 mmol) was added and the reaction was stirred at rt overnight. The reaction was diluted with EtOAc (50 mL) and washed with water (15 mL). The water phase was extracted with EtOAc (25 mL) and the combined organic phase was dried (Na2SO4), filtered, concentrated un... The reactants are CCCCC, Cc1ccccc1, O=C(Cl)C(=O)Cl, NC(=O)c1c(F)cccc1F, Nc1ccc2c(c1)C(F)(F)C(F)(F)O2. Yields the product O=C(NC(=O)c1c(F)cccc1F)Nc1ccc2c(c1)C(F)(F)C(F)(F)O2. As a reaction SMILES: [CH3:32][CH2:33][CH2:34][CH2:35][CH3:36].[CH3:37][c:38]1[cH:39][cH:40][cH:41][cH:42][cH:43]1.[Cl:12][C:13](=[O:14])[C:15]([Cl:16])=[O:17].[F:1][c:2]1[c:3]([C:4](=[O:5])[NH2:6])[c:7]([F:11])[cH:8][cH:9][cH:10]1.[NH2:18][c:19]1[cH:20][cH:21][c:22]2[c:23]([cH:31]1)[C:24]([F:29])([F:30])[C:25]([F:27])([F:28])[O:26]2>>[F:1][c:2]1[c:3]([C:4](=[O:5])[NH:6][C:13](=[O:14])[NH:18][c:19]2[cH:20][cH:21][c:22]3[c:23]([cH:31]2)[C:24]([F:29])([F:30])[C:25]([F:27])([F:28])[O:26]3)[c:7]([F:11])[cH:8][cH:9][cH:10]1.